Dataset: the Open Reaction Database (ORD), a public repository of structured organic reaction records. Task: describe an organic reaction: reactants, conditions, products, and yield Reactants: [Li]CCCC (nBuLi), BrC=1C=NC2=CC=CC=C2C1 (3-bromoquinoline), Cl (HCl), Cl(=O)(=O)(=O)[O-].C1CC[N+]=2CCCC12 (1,2,3,5,6,7-hexahydropyrrolizinium perchlorate). Run in hexanes, C1CCOC1 (THF), CCOC(=O)C (EtOAc). Run at temperature -100 celsius, time 2 hour. Yields the product N1=CC(=CC2=CC=CC=C12)C12CCCN2CCC1 (7a-(3-quinolinyl)-hexahydro-1H-pyrrolizine). The yield is 48.5%. As a reaction SMILES: [Li]CCCC.Br[C:7]1[CH:8]=[N:9][C:10]2[C:15]([CH:16]=1)=[CH:14][CH:13]=[CH:12][CH:11]=2.Cl([O-])(=O)(=O)=O.[CH2:22]1[C:29]2[CH2:28][CH2:27][CH2:26][N+:25]=2[CH2:24][CH2:23]1.Cl>C1COCC1.CCOC(C)=O>[N:9]1[C:10]2[C:15](=[CH:14][CH:13]=[CH:12][CH:11]=2)[CH:16]=[C:7]([C:29]23[CH2:28][CH2:27][CH2:26][N:25]2[CH2:24][CH2:23][CH2:22]3)[CH:8]=1 |f:2.3|. Procedure: A solution of 2.5M nBuLi (1.2 mL, 2.8 mmol) in hexanes was added to 3-bromoquinoline (386 μL, 2.8 mmol) in THF (10 mL) at -100° C. followed immediately by 1,2,3,5,6,7-hexahydropyrrolizinium perchlorate (200 mg, 0.9 mmol). The reaction mixture was allowed to stir for 2 hours at -100° C. and then 2N HCl was added at 0° C. After warming to ambient temperature, the mixture was poured over EtOAc and the phases were separated. The aqueous phase was basified with 15% NaOH solution and extracted with CH...